Dataset: the Open Reaction Database (ORD), a public repository of structured organic reaction records. Task: describe an organic reaction: reactants, conditions, products, and yield The reactants are ice water, CN(C1(CCC(CC1)O)C1=CC=CC=C1)C (4-dimethylamino-4-phenylcyclohexanol), FC=1C=C(CCl)C=CC1 (3-fluorobenzyl chloride), CC(C)([O-])C.[K+] (potassium tert.-butoxide). Solvent: CN(C=O)C (dimethylformamide). Yields the product FC1=CC=C(COC2CCC(CC2)(C2=CC=CC=C2)N(C)C)C=C1 ([4-(4-fluorobenzyloxy)-1-phenylcyclohexyl]dimethylamine). Isolated yield 34.2%. RXN SMILES: [CH3:1][N:2]([CH3:16])[C:3]1([C:10]2[CH:15]=[CH:14][CH:13]=[CH:12][CH:11]=2)[CH2:8][CH2:7][CH:6]([OH:9])[CH2:5][CH2:4]1.[CH3:17][C:18]([CH3:21])([O-])[CH3:19].[K+].[F:23][C:24]1[CH:25]=C(C=C[CH:31]=1)CCl>CN(C)C=O>[F:23][C:24]1[CH:25]=[CH:21][C:18]([CH2:19][O:9][CH:6]2[CH2:7][CH2:8][C:3]([N:2]([CH3:16])[CH3:1])([C:10]3[CH:15]=[CH:14][CH:13]=[CH:12][CH:11]=3)[CH2:4][CH2:5]2)=[CH:17][CH:31]=1 |f:1.2|. Procedure: 2.00 g of 4-dimethylamino-4-phenylcyclohexanol were dissolved in 20 ml of dimethylformamide; 1.13 g of potassium tert.-butoxide were added and stirring was carried out for 45 minutes, before 1.45 g of 3-fluorobenzyl chloride were added dropwise in the course of 15 minutes. After stirring overnight, the mixture was added to 25 ml of ice-water and extracted repeatedly with ethyl acetate. The combined extracts were washed with saturated sodium chloride solution, dried over sodium sulfate, filtered ... Reactants: COC(C)(C)C, C=CCC1Oc2cccc(O)c2-c2ccc3c(c21)C(C)=CC(C)(C)N3, C1CCOC1, [Cl-], CI, [NH4+]. The product is C=CCC1Oc2cccc(OC)c2-c2ccc3c(c21)C(C)=CC(C)(C)N3. Reaction SMILES: [C:30]([O:31][CH3:32])([CH3:33])([CH3:34])[CH3:35].[CH2:1]([CH:2]=[CH2:3])[CH:4]1[O:5][c:6]2[cH:7][cH:8][cH:9][c:10]([OH:25])[c:11]2-[c:12]2[c:13]1[c:14]1[c:19]([cH:20][cH:21]2)[NH:18][C:17]([CH3:22])([CH3:23])[CH:16]=[C:15]1[CH3:24].[CH2:36]1[O:37][CH2:38][CH2:39][CH2:40]1.[Cl-:28].[I:26][CH3:27].[NH4+:29]>>[CH2:1]([CH:2]=[CH2:3])[CH:4]1[O:5][c:6]2[cH:7][cH:8][cH:9][c:10]([O:25][CH3:30])[c:11]2-[c:12]2[c:13]1[c:14]1[c:19]([cH:20][cH:21]2)[NH:18][C:17]([CH3:22])([CH3:23])[CH:16]=[C:15]1[CH3:24]. Starting materials: CN, C1=C(C=NC=C1Br)C(F)(F)F. Reagents/catalysts: C(=O)([O-])[O-].[Cs+].[Cs+], CC1(C2=C(C(=CC=C2)P(C3=CC=CC=C3)C4=CC=CC=C4)OC5=C1C=CC=C5P(C6=CC=CC=C6)C7=CC=CC=C7)C, C1=CC=C(C=C1)/C=C/C(=O)/C=C/C2=CC=CC=C2.C1=CC=C(C=C1)/C=C/C(=O)/C=C/C2=CC=CC=C2.C1=CC=C(C=C1)/C=C/C(=O)/C=C/C2=CC=CC=C2.C(Cl)(Cl)Cl.[Pd].[Pd]. Solvent: C1COCCO1. Conditions: temperature 130 celsius. Product: CNC1=CN=CC(=C1)C(F)(F)F. The yield is 0.0%. Reported procedure: 3-bromo-5-(trifluoromethyl)pyridine (100 mg, 0.44 mmol), methylamine 2 M in THF (0.442 mL, 0.88 mmol), and cesium carbonate (202 mg, 0.62 mmol) were suspended in dioxane (3 mL) . The reaction was purged with nitrogen for 30 minutes then 9,9-Dimethyl-4,5-bis(diphenylphosphino)xanthene (7.68 mg, 0.01 mmol) and TRIS(DIBENZYLIDENEACETONE)DIPALLADIUM(0)-CHLOROFORM ADDUCT (9.16 mg, 8.85 µmol) were added. The reaction was heated at 130 c for 30mins.  No REACTION  ABANDONED Starting materials: suspension, [H-].[Na+] (sodium hydride), C(C)(C)(C)O (tertbutanol), ice, BrC1=CC=C(C=O)C=C1 (4-bromobenzaldehyde), [H][H] (hydrogen), CC1=CC=NC=C1C(=O)OCC (ethyl 4-methylnicotinate). Solvent: paraffin, CN(C)C=O (DMF), CN(C)C=O (DMF), CN(C)C=O (DMF). Conditions: temperature 0 celsius. Yields the product BrC1=CC=C(C=C1)C=CC1=CC=NC=C1C(=O)O (4-[2-(4-Bromo-phenyl)-vinyl]-nicotinic Acid). The yield is 40.2%. RXN SMILES: [H-].[Na+].C(O)(C)(C)C.[H][H].[CH3:10][C:11]1[C:16]([C:17]([O:19]CC)=[O:18])=[CH:15][N:14]=[CH:13][CH:12]=1.[Br:22][C:23]1[CH:30]=[CH:29][C:26]([CH:27]=O)=[CH:25][CH:24]=1>CN(C=O)C>[Br:22][C:23]1[CH:30]=[CH:29][C:26]([CH:27]=[CH:10][C:11]2[C:16]([C:17]([OH:19])=[O:18])=[CH:15][N:14]=[CH:13][CH:12]=2)=[CH:25][CH:24]=1 |f:0.1|. Procedure details: 0.9 g (22.5 mmol) of a 60% suspension of sodium hydride in paraffin are added to a solution of 2.25 g (30.40 mmol) of tertbutanol in 27.5 ml of DMF. The whole is heated in a water bath for 30′ till the evolution of hydrogen ends. The system is cooled at 0° C. and 2.5 g (15.13 mmol) of ethyl 4-methylnicotinate in 2.5 ml of DMF are dropped with stirring. After 1.5 hr stirring at the same temperature, 3.4 g (18.37 mmol) of 4-bromobenzaldehyde in 2.5 ml DMF are dropped. The system is stirred at room... Reactants: CN1C(NCC1C(=O)OC(C)(C)C)=O (1,1-dimethylethyl 3-methyl-2-oxo-4-imidazolidinecarboxylate), BrC1=NC(=CC=C1)C (2-bromo-6-methylpyridine), C([O-])([O-])=O.[Cs+].[Cs+] (cesium carbonate), CC1(C2=C(C(=CC=C2)P(C3=CC=CC=C3)C4=CC=CC=C4)OC5=C(C=CC=C51)P(C6=CC=CC=C6)C7=CC=CC=C7)C (Xantphos). Reagents/catalysts: C=1C=CC(=CC1)/C=C/C(=O)/C=C/C2=CC=CC=C2.C=1C=CC(=CC1)/C=C/C(=O)/C=C/C2=CC=CC=C2.C=1C=CC(=CC1)/C=C/C(=O)/C=C/C2=CC=CC=C2.[Pd].[Pd] (tris(dibenzylideneacetone)dipalladium(0)). The solvent is O1CCOCC1 (1,4-dioxane), O (water). Product: CN1C(N(CC1C(=O)OC(C)(C)C)C1=NC(=CC=C1)C)=O (1,1-dimethylethyl 3-methyl-1-(6-methyl-2-pyridinyl)-2-oxo-4-imidazolidinecarboxylate). Isolated yield 56.3%. As a reaction SMILES: [CH3:1][N:2]1[CH:6]([C:7]([O:9][C:10]([CH3:13])([CH3:12])[CH3:11])=[O:8])[CH2:5][NH:4][C:3]1=[O:14].Br[C:16]1[CH:21]=[CH:20][CH:19]=[C:18]([CH3:22])[N:17]=1.C(=O)([O-])[O-].[Cs+].[Cs+].CC1(C)C2C(=C(P(C3C=CC=CC=3)C3C=CC=CC=3)C=CC=2)OC2C(P(C3C=CC=CC=3)C3C=CC=CC=3)=CC=CC1=2>O1CCOCC1.O.C1C=CC(/C=C/C(/C=C/C2C=CC=CC=2)=O)=CC=1.C1C=CC(/C=C/C(/C=C/C2C=CC=CC=2)=O)=CC=1.C1C=CC(/C=C/C(/C=C/C2C=CC=CC=2)=O)=CC=1.[Pd].[Pd]>[CH3:1][N:2]1[CH:6]([C:7]([O:9][C:10]([CH3:11])([CH3:13])[CH3:12])=[O:8])[CH2:5][N:4]([C:16]2[CH:21]=[CH:20][CH:19]=[C:18]([CH3:22])[N:17]=2)[C:3]1=[O:14] |f:2.3.4,8.9.10.11.12|. Procedure: A solution of 1,1-dimethylethyl 3-methyl-2-oxo-4-imidazolidinecarboxylate (300 mg, 1.5 mmol) (prepared as described in step (iii) of Example 13, starting from (4S)-2-oxo-3-{[(phenylmethyl)oxy]carbonyl}-4-imidazolidinecarboxylic acid) and 2-bromo-6-methylpyridine (258 mg, 1.5 mmol) in 1,4-dioxane (10 ml) was treated with cesium carbonate (733 mg, 2.25 mmol), Xantphos™ (65.1 mg, 0.113 mmol) and tris(dibenzylideneacetone)dipalladium(0) (34.3 mg, 0.038 mmol) and the mixture was heated under reflux u...